This data is from the Open Reaction Database (ORD), a public repository of structured organic reaction records. The task is: describe an organic reaction: reactants, conditions, products, and yield Reactants: O (water), OC1=C(C(N(C2=NC=CC=C12)C1=CC=CC=C1)=O)CCO (4-hydroxy-3-(2-hydroxyethyl)-1-phenyl-1,8-naphthyridin-2(1H)-one), C(=O)(O)[O-].[Na+] (NaHCO3). Solvent: CS(=O)(=O)O.O=P12OP3(=O)OP(=O)(O1)OP(=O)(O2)O3 (Eaton's Reagent). Reaction conditions: temperature 70 celsius. The product is C1(=CC=CC=C1)N1C2=C(C(C3=CC=CN=C13)=O)CCO2 (3,9-Dihydro-9-phenyl-furo[2,3-b][1,8]-naphthyridin-4(2H)-one). Reaction SMILES: [OH:1][C:2]1[C:11]2[C:6](=[N:7][CH:8]=[CH:9][CH:10]=2)[N:5]([C:12]2[CH:17]=[CH:16][CH:15]=[CH:14][CH:13]=2)[C:4](=O)[C:3]=1[CH2:19][CH2:20][OH:21].O.C([O-])(O)=O.[Na+]>CS(O)(=O)=O.O=P12OP3(OP(OP(O3)(O1)=O)(=O)O2)=O>[C:12]1([N:5]2[C:6]3[C:11](=[CH:10][CH:9]=[CH:8][N:7]=3)[C:2](=[O:1])[C:3]3[CH2:19][CH2:20][O:21][C:4]2=3)[CH:17]=[CH:16][CH:15]=[CH:14][CH:13]=1 |f:2.3,4.5|. Procedure: A solution of 4-hydroxy-3-(2-hydroxyethyl)-1-phenyl-1,8-naphthyridin-2(1H)-one in Eaton's Reagent (10% P2O5 in methane sulfonic acid; 40 ml.) was stirred in an atmosphere of nitrogen and was heated to 70° C. for 2 hr. After cooling, the product was poured into water, adjusted to pH 4 with NaHCO3, filtered, washed with water, air dried and recrystallized from isopropanol with decolorization to yield the product, m.p. 245°-247° C. The reactants are C1(=CC=CC=C1)C#CC1=CC=CC=C1 (diphenylacetylene), CCCCCC (hexane). The solvent is C1CCOC1 (THF). Product: C1(=CC=CC=C1)\C=C/C1=CC=CC=C1 (cis-stilbene). RXN SMILES: [C:1]1([C:7]#[C:8][C:9]2[CH:14]=[CH:13][CH:12]=[CH:11][CH:10]=2)[CH:6]=[CH:5][CH:4]=[CH:3][CH:2]=1.CCCCCC>C1COCC1>[C:1]1(/[CH:7]=[CH:8]\[C:9]2[CH:10]=[CH:11][CH:12]=[CH:13][CH:14]=2)[CH:6]=[CH:5][CH:4]=[CH:3][CH:2]=1. Reported procedure: In the foregoing epititanations of diphenylacetylene conducted in THF or hexane, parallel epititanations were conducted in the same manner but the hydrolytic workup in each case was performed with 3N DCl in D2O. In these experiments the cis-stilbene isolated was >98% dideuteriated at the vinylic carbon atoms (12). Reactants: BrC1=NC(=CC=C1)Br (2,6-dibromopyridine), C1(CC1)CN (cyclopropanemethylamine). Run in CCN(C(C)C)C(C)C (DIPEA). Product: BrC1=CC=CC(=N1)NCC1CC1 ((6-Bromo-pyridin-2-yl)-cyclopropylmethyl-amine). The yield is 82.4%. RXN SMILES: Br[C:2]1[CH:7]=[CH:6][CH:5]=[C:4]([Br:8])[N:3]=1.[CH:9]1([CH2:12][NH2:13])[CH2:11][CH2:10]1>CCN(C(C)C)C(C)C>[Br:8][C:4]1[N:3]=[C:2]([NH:13][CH2:12][CH:9]2[CH2:11][CH2:10]2)[CH:7]=[CH:6][CH:5]=1. Procedure details: A solution of 2,6-dibromopyridine (33.0 g, 139 mmol) and cyclopropanemethylamine (10.8 g, 153 mmol) in DIPEA (27 mL) was heated at reflux for 24 h in a sealed pressure tube. The reaction mixture was cooled, concentrated in vacuo, and the residue was partitioned between EtOAc (250 mL) and saturated aqueous NaHCO3 (200 mL). The organic layer was washed with water (200 mL) followed by brine (200 mL) and dried (Na2SO4). The organic layer was filtered, concentrated in vacuo, and purified by flash chr...